Dataset: the Open Reaction Database (ORD), a public repository of structured organic reaction records. Task: describe an organic reaction: reactants, conditions, products, and yield The reactants are C1OC=2C=C(CCN)C=CC2OC1 (3,4-ethylenedioxyphenethylamine), ClC=1C2=C(N=C(N1)C1=CC=NC=C1)SC(=C2)C (4-chloro-2-(pyridin-4-yl)-6-methyl-thieno-[2,3-d]-pyrimidine). Yields the product N1=CC=C(C=C1)C=1N=C(C2=C(N1)SC(=C2)C)NCCC2=CC1=C(C=C2)OCCO1 (2-(pyridin-4-yl)-4-(3,4-ethylenedioxyphenethylamino)-6-methyl-thieno-[2,3-d]-pyrimidine). Reaction SMILES: [CH2:1]1[CH2:13][O:12][C:11]2[CH:10]=[CH:9][C:5]([CH2:6][CH2:7][NH2:8])=[CH:4][C:3]=2[O:2]1.Cl[C:15]1[C:16]2[CH:29]=[C:28]([CH3:30])[S:27][C:17]=2[N:18]=[C:19]([C:21]2[CH:26]=[CH:25][N:24]=[CH:23][CH:22]=2)[N:20]=1>>[N:24]1[CH:23]=[CH:22][C:21]([C:19]2[N:20]=[C:15]([NH:8][CH2:7][CH2:6][C:5]3[CH:9]=[CH:10][C:11]4[O:12][CH2:13][CH2:1][O:2][C:3]=4[CH:4]=3)[C:16]3[CH:29]=[C:28]([CH3:30])[S:27][C:17]=3[N:18]=2)=[CH:26][CH:25]=1. Procedure details: With the procedure of Example 1, the reaction of 3,4-ethylenedioxyphenethylamine with 4-chloro-2-(pyridin-4-yl)-6-methyl-thieno-[2,3-d]-pyrimidine yields 2-(pyridin-4-yl)-4-(3,4-ethylenedioxyphenethylamino)-6-methyl-thieno-[2,3-d]-pyrimidine. The reactants are Cl (hydrochloric acid), ClC(C[N+](=O)[O-])(Cl)Cl (2,2,2-trichloro-1-nitroethane), NCCCS (1-amino-3-propanethiol), [OH-].[Na+] (caustic soda). Run in ClCCl (dichloromethane), O (water), CO (methanol), CO (methanol). Conditions: temperature 0 celsius, time 1 hour. Yields the product [N+](=O)([O-])C=C1SCCCN1 (tetrahydro-2-(nitromethylene)-1,3-thiazine). The yield is 60.0%. As a reaction SMILES: [NH2:1][CH2:2][CH2:3][CH2:4][SH:5].[OH-].[Na+].Cl[C:9](Cl)(Cl)[CH2:10][N+:11]([O-:13])=[O:12].Cl>CO.ClCCl.O>[N+:11]([CH:10]=[C:9]1[NH:1][CH2:2][CH2:3][CH2:4][S:5]1)([O-:13])=[O:12] |f:1.2|. Reported procedure: Into 50 ml of methanol were added 8.1 g of 1-amino-3-propanethiol and 5.0 g of caustic soda, followed by stirring, to be completely dissolved therein. Then, the mixture was cooled to 0° C. While stirring the solution, a solution of 5.4 g of 2,2,2-trichloro-1-nitroethane diluted in 20 ml of methanol was added dropwise slowly over 15 minutes, and the reaction was carried out for one hour. The reaction was exothermic and the liquid temperature was maintained at lower than 10° C. (about 8° C.). Afte...